This data is from the Open Reaction Database (ORD), a public repository of structured organic reaction records. The task is: describe an organic reaction: reactants, conditions, products, and yield The reactants are B(Br)(Br)Br (boron tribromide), CCCCCC (hexane), COC1=CC=C(C=C1)N1C(O[C@@H](C1)C1=CC=CC=C1)=O ((5R)-3-(4-methoxyphenyl)-5-phenyl-2-oxazolidinone), ice water. The solvent is C(Cl)Cl (methylene chloride), C(Cl)Cl (methylene chloride). Run at time 1 hour. Yields the product OC1=CC=C(C=C1)N1C(O[C@@H](C1)C1=CC=CC=C1)=O ((5R)-3-(4-hydroxyphenyl)-5-phenyl-2-oxazolidinone). Yield: 80.5%. RXN SMILES: C[O:2][C:3]1[CH:8]=[CH:7][C:6]([N:9]2[CH2:13][C@@H:12]([C:14]3[CH:19]=[CH:18][CH:17]=[CH:16][CH:15]=3)[O:11][C:10]2=[O:20])=[CH:5][CH:4]=1.B(Br)(Br)Br.CCCCCC>C(Cl)Cl>[OH:2][C:3]1[CH:4]=[CH:5][C:6]([N:9]2[CH2:13][C@@H:12]([C:14]3[CH:19]=[CH:18][CH:17]=[CH:16][CH:15]=3)[O:11][C:10]2=[O:20])=[CH:7][CH:8]=1. Procedure details: 4.10 g (15.2 mM) of (5R)-3-(4-methoxyphenyl)-5-phenyl-2-oxazolidinone synthesized in Example 1 was dissolved in 100 ml of methylene chloride and cooled to -75° to 70° C. on a dry ice-acetone cooling bath. To the solution, 31.5 ml of 1.0M-solution of boron tribromide in methylene chloride was added dropwise in 43 minutes, followed by stirring for 1 hour at -75° to -70° C. and further stirring for 2 hours at room temperature. After the reaction, the reaction mixture was poured into ice water and s... The reactants are C(C1=CC=CC=C1)N1CC(C2(CCN(C2=O)C=2COC(C2C)=O)CC1)O (8-benzyl-6-hydroxy-2-(4-methyl-5-oxo-2,5-dihydrofuran-3-yl)-2,8-diazaspiro[4.5]decan-1-one). Reagents/catalysts: [Pd] (palladium on carbon), CC(=O)O (HOAc). The solvent is CO (MeOH). Reaction conditions: time 16 hour. Yields the product OC1C2(CCN(C2=O)C=2COC(C2C)=O)CCNC1 (6-Hydroxy-2-(4-methyl-5-oxo-2,5-dihydrofuran-3-yl)-2,8-diazaspiro[4.5]decan-1-one). As a reaction SMILES: C([N:8]1[CH2:25][CH2:24][C:11]2([C:15](=[O:16])[N:14]([C:17]3[CH2:18][O:19][C:20](=[O:23])[C:21]=3[CH3:22])[CH2:13][CH2:12]2)[CH:10]([OH:26])[CH2:9]1)C1C=CC=CC=1>CO.[Pd].CC(O)=O>[OH:26][CH:10]1[CH2:9][NH:8][CH2:25][CH2:24][C:11]21[C:15](=[O:16])[N:14]([C:17]1[CH2:18][O:19][C:20](=[O:23])[C:21]=1[CH3:22])[CH2:13][CH2:12]2. Procedure: To a solution of 8-benzyl-6-hydroxy-2-(4-methyl-5-oxo-2,5-dihydrofuran-3-yl)-2,8-diazaspiro[4.5]decan-1-one (150 mg, 0.42 mmol) in MeOH (2 mL) was added palladium on carbon (45 mg, 0.42 mmol) and a few drops of HOAc. The mixture was allowed to stir under an atmosphere of hydrogen for 16 hours. LC indicated complete reaction. The catalyst was filtered off, and the crude material was used without further purification. LCMS: m/z 267 (M+H)+.